Dataset: the Open Reaction Database (ORD), a public repository of structured organic reaction records. Task: describe an organic reaction: reactants, conditions, products, and yield The reactants are OC1=C(C(=O)[O-])C=CC=C1C(CC(C=1C(=NC=CC1)C(F)(F)F)=O)=O (2-hydroxy-3-(3-oxo-3-(2-(trifluoromethyl)pyridin-3-yl)propanoyl)benzoate), Cl (HCl), C(C)(=O)O (acetic acid). Yields the product O=C1C=C(OC2=C(C=CC=C12)C(=O)OC)C=1C(=NC=CC1)C(F)(F)F (methyl 4-oxo-2-(2-(trifluoromethyl)pyridin-3-yl)-4H-chromene-8-carboxylate). Isolated yield 23.0%. Reaction SMILES: O[C:2]1[C:10]([C:11](=[O:25])[CH2:12][C:13](=[O:24])[C:14]2[C:15]([C:20]([F:23])([F:22])[F:21])=[N:16][CH:17]=[CH:18][CH:19]=2)=[CH:9][CH:8]=[CH:7][C:3]=1[C:4]([O-:6])=[O:5].Cl.[C:27](O)(=O)C>>[O:25]=[C:11]1[C:10]2[C:2](=[C:3]([C:4]([O:6][CH3:27])=[O:5])[CH:7]=[CH:8][CH:9]=2)[O:24][C:13]([C:14]2[C:15]([C:20]([F:23])([F:21])[F:22])=[N:16][CH:17]=[CH:18][CH:19]=2)=[CH:12]1. Procedure: A mixture of 2-hydroxy-3-(3-oxo-3-(2-(trifluoromethyl)pyridin-3-yl)propanoyl)benzoate 39 (600 mg, 1.46 mmol) and con. HCl (1 mL) in acetic acid (5 mL) was heated at 100° C. for 4 hours. The reaction mixture was concentrated and sat. aq NaHCO3 was added. The mixture was extracted with ethyl acetate and the combined organics were washed with brine, dried (MgSO4) and concentrated. The crude residue was purified by flash chromatography to give 40 (120 mg, 23% yield). Starting materials: C1(CCCC1)C1(CC(CC(O1)=O)=O)CCC1=CC(=C(C=C1)OC(C)C)F (6-Cyclopentyl-6-[2-(3-fluoro-4-isopropoxy-phenyl)-ethyl]-dihydro-pyran-2,4-dione), ClC1=CC2=C(N(C(=N2)C=O)C(C)C)C=C1 (5-Chloro-1-isopropyl-1H-benzoimidazole-2-carbaldehyde), [Al+3].[Cl-].[Cl-].[Cl-] (AlCl3). Yields the product ClC1=CC2=C(N(C(=N2)CC=2C(OC(CC2O)(CCC2=CC(=C(C=C2)OC(C)C)F)C2CCCC2)=O)C(C)C)C=C1 (3-(5-Chloro-1-isopropyl-1H-benzoimidazol-2-ylmethyl)-6-cyclopentyl-6-[2-(3-fluoro-4-isopropoxy-phenyl)-ethyl]-4-hydroxy-5,6-dihydro-pyran-2-one). Reaction SMILES: [CH:1]1([C:6]2([CH2:14][CH2:15][C:16]3[CH:21]=[CH:20][C:19]([O:22][CH:23]([CH3:25])[CH3:24])=[C:18]([F:26])[CH:17]=3)[O:11][C:10](=[O:12])[CH2:9][C:8](=[O:13])[CH2:7]2)[CH2:5][CH2:4][CH2:3][CH2:2]1.[Cl:27][C:28]1[CH:41]=[CH:40][C:31]2[N:32]([CH:37]([CH3:39])[CH3:38])[C:33]([CH:35]=O)=[N:34][C:30]=2[CH:29]=1.[Al+3].[Cl-].[Cl-].[Cl-]>>[Cl:27][C:28]1[CH:41]=[CH:40][C:31]2[N:32]([CH:37]([CH3:39])[CH3:38])[C:33]([CH2:35][C:9]3[C:10](=[O:12])[O:11][C:6]([CH:1]4[CH2:5][CH2:4][CH2:3][CH2:2]4)([CH2:14][CH2:15][C:16]4[CH:21]=[CH:20][C:19]([O:22][CH:23]([CH3:24])[CH3:25])=[C:18]([F:26])[CH:17]=4)[CH2:7][C:8]=3[OH:13])=[N:34][C:30]=2[CH:29]=1 |f:2.3.4.5|. Reported procedure: The title compound was prepared by coupling 6-Cyclopentyl-6-[2-(3-fluoro-4-isopropoxy-phenyl)-ethyl]-dihydro-pyran-2,4-dione from Step 1 below to 5-Chloro-1-isopropyl-1H-benzoimidazole-2-carbaldehyde using the AlCl3/reduction procedure described in Example B(13). ESIMS (MH+): 570.3 Product: O=S1(=O)CCN(Cc2ccccc2)CC1. RXN SMILES: [CH2:1]=[CH:2][S:3](=[O:4])(=[O:5])[CH:6]=[CH2:7].[CH3:16][CH2:17][OH:18].[NH2:8][CH2:9][c:10]1[cH:11][cH:12][cH:13][cH:14][cH:15]1>>[CH2:1]1[CH2:2][S:3](=[O:4])(=[O:5])[CH2:6][CH2:7][N:8]1[CH2:9][c:10]1[cH:11][cH:12][cH:13][cH:14][cH:15]1. The reactants are C=CS(=O)(=O)C=C, CCO, NCc1ccccc1. The reactants are OCC1=CC(=C(C=C1)SC1=CC=CC=C1)OC (1-hydroxymethyl-3-methoxy-4-phenylthiobenzene), S(=O)(Cl)Cl (thionyl chloride). Solvent: C(Cl)Cl (methylene chloride). Run at time 1 hour. The product is ClCC1=CC(=C(C=C1)SC1=CC=CC=C1)OC (1-chloromethyl-3-methoxy-4-phenylthiobenzene). RXN SMILES: O[CH2:2][C:3]1[CH:8]=[CH:7][C:6]([S:9][C:10]2[CH:15]=[CH:14][CH:13]=[CH:12][CH:11]=2)=[C:5]([O:16][CH3:17])[CH:4]=1.S(Cl)([Cl:20])=O>C(Cl)Cl>[Cl:20][CH2:2][C:3]1[CH:8]=[CH:7][C:6]([S:9][C:10]2[CH:15]=[CH:14][CH:13]=[CH:12][CH:11]=2)=[C:5]([O:16][CH3:17])[CH:4]=1. Procedure details: The 1-hydroxymethyl-3-methoxy-4-phenylthiobenzene obtained above is dissolved in methylene chloride (372 ml), and thereto is added with strring thionyl chloride (9.12 ml) under ice cooling. The mixture is stirred for one hour, and the reaction mixture is washed with ice water (500 ml×2), and thereto is added ethyl acetate (500 ml). The mixture is washed in order with 5% aqueous sodium hydrogen carbonate solution (20 ml), water (200 ml) and saturated aqueous sodium chloride solution (200 ml×2), d... As a reaction SMILES: [NH2:1][C:2]1[C:3]([CH3:35])=[C:4]([C:8]2[CH:20]=[CH:19][C:18]([C:21](=[O:23])[NH2:22])=[C:17]3[C:9]=2[C:10]2[CH2:11][CH2:12][CH:13]([NH:24][C:25](=[O:34])[O:26][CH2:27][C:28]4[CH:33]=[CH:32][CH:31]=[CH:30][CH:29]=4)[CH2:14][C:15]=2[NH:16]3)[CH:5]=[CH:6][CH:7]=1.Cl.[N:37]1[CH:42]=[CH:41][CH:40]=[CH:39][C:38]=1[C:43](Cl)=[O:44]>C(Cl)Cl>[C:21]([C:18]1[CH:19]=[CH:20][C:8]([C:4]2[CH:5]=[CH:6][CH:7]=[C:2]([NH:1][C:43](=[O:44])[C:38]3[CH:39]=[CH:40][CH:41]=[CH:42][N:37]=3)[C:3]=2[CH3:35])=[C:9]2[C:17]=1[NH:16][C:15]1[CH2:14][CH:13]([NH:24][C:25](=[O:34])[O:26][CH2:27][C:28]3[CH:29]=[CH:30][CH:31]=[CH:32][CH:33]=3)[CH2:12][CH2:11][C:10]2=1)(=[O:23])[NH2:22] |f:1.2|. Procedure details: A solution of benzyl 5-(3-amino-2-methylphenyl)-8-carbamoyl-2,3,4,9-tetrahydro-1H-carbazol-2-ylcarbamate, TFA salt (Example 51-1, 55 mg, 0.094 mmol), TEA (0.066 mL, 0.472 mmol), and picolinoyl chloride hydrochloric acid salt (50.4 mg, 0.283 mmol) in DCM (8 mL) was stirred at rt overnight. The mixture was concentrated and purified by preparative HPLC to provide benzyl 8-carbamoyl-5-(2-methyl-3-(picolinamido)phenyl)-2,3,4,9-tetrahydro-1H-carbazol-2-ylcarbamate, isolated as the TFA salt, as a white... The product is C(N)(=O)C=1C=CC(=C2C=3CCC(CC3NC12)NC(OCC1=CC=CC=C1)=O)C1=C(C(=CC=C1)NC(C1=NC=CC=C1)=O)C (benzyl 8-carbamoyl-5-(2-methyl-3-(picolinamido)phenyl)-2,3,4,9-tetrahydro-1H-carbazol-2-ylcarbamate). Solvent: C(Cl)Cl (DCM). The reactants are NC=1C(=C(C=CC1)C1=C2C=3CCC(CC3NC2=C(C=C1)C(N)=O)NC(OCC1=CC=CC=C1)=O)C (benzyl 5-(3-amino-2-methylphenyl)-8-carbamoyl-2,3,4,9-tetrahydro-1H-carbazol-2-ylcarbamate), TEA, Cl.N1=C(C=CC=C1)C(=O)Cl (picolinoyl chloride hydrochloric acid salt).